From a dataset of the Open Reaction Database (ORD), a public repository of structured organic reaction records. describe an organic reaction: reactants, conditions, products, and yield Starting materials: [N+](=O)([O-])C1=C(C=CC=C1OC1=C(C=CC=C1)Cl)CC(=O)OCC (ethyl 2-[2-nitro-3-(2-chlorophenoxy)phenyl]acetate), [OH-].[Na+] (sodium hydroxide). Solvent: O (water). Product: [N+](=O)([O-])C1=C(C=CC=C1OC1=C(C=CC=C1)Cl)CC(=O)[O-].[Na+] (sodium 2-[2-nitro-3-(2-chlorophenoxy)phenyl]acetate). RXN SMILES: [N+:1]([C:4]1[C:9]([O:10][C:11]2[CH:16]=[CH:15][CH:14]=[CH:13][C:12]=2[Cl:17])=[CH:8][CH:7]=[CH:6][C:5]=1[CH2:18][C:19]([O:21]CC)=[O:20])([O-:3])=[O:2].[OH-].[Na+:25]>O>[N+:1]([C:4]1[C:9]([O:10][C:11]2[CH:16]=[CH:15][CH:14]=[CH:13][C:12]=2[Cl:17])=[CH:8][CH:7]=[CH:6][C:5]=1[CH2:18][C:19]([O-:21])=[O:20])([O-:3])=[O:2].[Na+:25] |f:1.2,4.5|. Reported procedure: A mixture of ethyl 2-[2-nitro-3-(2-chlorophenoxy)phenyl]acetate and sodium hydroxide in water was treated in a similar manner to that of Example 5-(2) to give sodium 2-[2-nitro-3-(2-chlorophenoxy)phenyl]acetate. Reactants: [BH3-]C#N.[Na+] (NaCNBH3), NC1=NNC2=NC=NC(=C21)NC2=CC(=CC=C2)Cl (3-amino-4-(3-chloro-phenylamino)-1H-pyrazolo[3,4-d]pyrimidine), C(C)(=O)O (acetic acid), COC(C1=CC(=CC=C1)C=O)=O (3-formyl-benzoic acid methyl ester). Run in CO (methanol), CN1CCN(C1=O)C (DMEU). Yields the product ClC=1C=C(C=CC1)NC1=C2C(=NC=N1)NN=C2NCC2=CC(=CC=C2)C(=O)OC (4-(3-Chloro-phenylamino)-3-(3-methoxycarbonyl-benzylamino)-1H-pyrazolo[3,4-d]pyrimidine). RXN SMILES: [NH2:1][C:2]1[C:10]2[C:5](=[N:6][CH:7]=[N:8][C:9]=2[NH:11][C:12]2[CH:17]=[CH:16][CH:15]=[C:14]([Cl:18])[CH:13]=2)[NH:4][N:3]=1.C(O)(=O)C.[CH3:23][O:24][C:25](=[O:34])[C:26]1[CH:31]=[CH:30][CH:29]=[C:28]([CH:32]=O)[CH:27]=1.[BH3-]C#N.[Na+]>CO.CN1C(=O)N(C)CC1>[Cl:18][C:14]1[CH:13]=[C:12]([NH:11][C:9]2[N:8]=[CH:7][N:6]=[C:5]3[NH:4][N:3]=[C:2]([NH:1][CH2:32][C:28]4[CH:29]=[CH:30][CH:31]=[C:26]([C:25]([O:24][CH3:23])=[O:34])[CH:27]=4)[C:10]=23)[CH:17]=[CH:16][CH:15]=1 |f:3.4|. Procedure details: Analogously to Example 21, 1.00 mmol of 3-amino-4-(3-chloro-phenylamino)-1H-pyrazolo[3,4-d]pyrimidine in 26 ml of methanol, 13 ml of DMEU and 3.0 mmol of acetic acid are first reacted with 3-formyl-benzoic acid methyl ester and then reduced with 7.00 mmol of NaCNBH3 (5-7 days). 4-(3-Chloro-phenylamino)-3-(3-methoxycarbonyl-benzylamino)-1H-pyrazolo[3,4-d]pyrimidine is obtained. Starting materials: CN(C(OC(C)(C)C)=O)CC=O (tert-butyl methyl(2-oxoethyl)carbamate), COC1=C(C=CC=C1)C1=NC2=C(N1)C(=CC=C2)C2CCNCC2 (2-(2-methoxyphenyl)-7-(piperidin-4-yl)-1H-benzo[d]imidazole), C(C)(=O)O[BH-](OC(C)=O)OC(C)=O.[Na+] (sodium triacetoxyborohydride), C(C)(=O)O (acetic acid). Run in C(Cl)Cl (DCM), CO (MeOH). Yields the product COC1=C(C=CC=C1)C1=NC2=C(N1)C(=CC=C2)C2CCN(CC2)CCN(C(OC(C)(C)C)=O)C (tert-butyl 2-(4-(2-(2-methoxyphenyl)-1H-benzo[d]imidazol-7-yl)piperidin-1-yl)ethyl(methyl)-carbamate). Yield: 25.8%. Reaction SMILES: [CH3:1][N:2]([CH2:10][CH:11]=O)[C:3](=[O:9])[O:4][C:5]([CH3:8])([CH3:7])[CH3:6].[CH3:13][O:14][C:15]1[CH:20]=[CH:19][CH:18]=[CH:17][C:16]=1[C:21]1[NH:25][C:24]2[C:26]([CH:30]3[CH2:35][CH2:34][NH:33][CH2:32][CH2:31]3)=[CH:27][CH:28]=[CH:29][C:23]=2[N:22]=1.C(O)(=O)C.C(O[BH-](OC(=O)C)OC(=O)C)(=O)C.[Na+]>C(Cl)Cl.CO>[CH3:13][O:14][C:15]1[CH:20]=[CH:19][CH:18]=[CH:17][C:16]=1[C:21]1[NH:25][C:24]2[C:26]([CH:30]3[CH2:35][CH2:34][N:33]([CH2:11][CH2:10][N:2]([CH3:1])[C:3](=[O:9])[O:4][C:5]([CH3:6])([CH3:7])[CH3:8])[CH2:32][CH2:31]3)=[CH:27][CH:28]=[CH:29][C:23]=2[N:22]=1 |f:3.4|. Procedure details: To a solution of tert-butyl methyl(2-oxoethyl)carbamate (0.165 g, 0.950 mmol) in DCM (3 ml) was added a solution of 175 (0.292 g, 0.950 mmol) in MeOH (3.00 ml) followed by acetic acid (0.082 ml, 1.425 mmol) and after 1 hour of stirring at room temperature, sodium triacetoxyborohydride (0.242 g, 1.140 mmol) was added according to the procedure described for 59 (scheme 8, example 6, step 7) to give tert-butyl 2-(4-(2-(2-methoxyphenyl)-1H-benzo[d]imidazol-7-yl)piperidin-1-yl)ethyl(methyl)-carbamate... Starting materials: BrCC1=C(C=CC=C1)NC(CC1=CC(=CC=C1)OCCCCCCCCCCCCCC)=O (N-[2-(bromomethyl)phenyl]-3-(tetradecyloxy)benzeneacetamide), CC1=CN=CS1 (5-methylthiazole). The solvent is C1(=CC=CC=C1)C (toluene). The product is [Br-].CC1=C[N+](=CS1)CC1=C(C=CC=C1)NC(CC1=CC(=CC=C1)OCCCCCCCCCCCCCC)=O (5-Methyl-3-[[2-[[[3-(tetradecyloxy)phenyl]acetyl]amino]phenyl]methyl]thiazolium bromide). The yield is 98.5%. RXN SMILES: [Br:1][CH2:2][C:3]1[CH:8]=[CH:7][CH:6]=[CH:5][C:4]=1[NH:9][C:10](=[O:33])[CH2:11][C:12]1[CH:17]=[CH:16][CH:15]=[C:14]([O:18][CH2:19][CH2:20][CH2:21][CH2:22][CH2:23][CH2:24][CH2:25][CH2:26][CH2:27][CH2:28][CH2:29][CH2:30][CH2:31][CH3:32])[CH:13]=1.[CH3:34][C:35]1[S:39][CH:38]=[N:37][CH:36]=1>C1(C)C=CC=CC=1>[Br-:1].[CH3:34][C:35]1[S:39][CH:38]=[N+:37]([CH2:2][C:3]2[CH:8]=[CH:7][CH:6]=[CH:5][C:4]=2[NH:9][C:10](=[O:33])[CH2:11][C:12]2[CH:17]=[CH:16][CH:15]=[C:14]([O:18][CH2:19][CH2:20][CH2:21][CH2:22][CH2:23][CH2:24][CH2:25][CH2:26][CH2:27][CH2:28][CH2:29][CH2:30][CH2:31][CH3:32])[CH:13]=2)[CH:36]=1 |f:3.4|. Procedure: A mixture of 2.3 g of N-[2-(bromomethyl)phenyl]-3-(tetradecyloxy)benzeneacetamide and 2.21 g of 5-methylthiazole in 40 ml of toluene is refluxed for 2.5 hours under argon. The solvent is evaporated to a residue which is mixed with ether and the resulting solid collected by centrifugation, washed with ether then dried to give 2.7 g of the desired product as a white powder, m.p. 94°-100° C. The reactants are C1CCC2=NCCCN2CC1, COCCOC, CS(=O)c1nc(N)nc(-c2ccco2)c1C#N, CC(N)c1ccc2ccccc2c1. Product: CC(Nc1nc(N)nc(-c2ccco2)c1C#N)c1ccc2ccccc2c1. RXN SMILES: [CH2:31]1[CH2:32][CH2:33][C:34]2=[N:39][CH2:38][CH2:37][CH2:36][N:35]2[CH2:40][CH2:41]1.[CH3:42][O:43][CH2:44][CH2:45][O:46][CH3:47].[NH2:1][c:2]1[n:3][c:4]([S:15]([CH3:16])=[O:17])[c:5]([C:13]#[N:14])[c:6](-[c:8]2[o:9][cH:10][cH:11][cH:12]2)[n:7]1.[cH:18]1[c:19]([CH:28]([CH3:29])[NH2:30])[cH:20][cH:21][c:22]2[cH:23][cH:24][cH:25][cH:26][c:27]12>>[NH2:1][c:2]1[n:3][c:4]([NH:30][CH:28]([c:19]2[cH:18][c:27]3[c:22]([cH:21][cH:20]2)[cH:23][cH:24][cH:25][cH:26]3)[CH3:29])[c:5]([C:13]#[N:14])[c:6](-[c:8]2[o:9][cH:10][cH:11][cH:12]2)[n:7]1. The reactants are Cc1cn(-c2ccc(Br)cc2C#N)cn1, Nc1ncn(-c2ccccc2Cl)n1. Product: Cc1cn(-c2ccc(Nc3ncn(-c4ccccc4Cl)n3)cc2C#N)cn1. RXN SMILES: [Br:1][c:2]1[cH:3][cH:4][c:5](-[n:10]2[cH:11][n:12][c:13]([CH3:15])[cH:14]2)[c:6]([C:7]#[N:8])[cH:9]1.[Cl:16][c:17]1[c:18](-[n:23]2[n:24][c:25]([NH2:28])[n:26][cH:27]2)[cH:19][cH:20][cH:21][cH:22]1>>[c:2]1([NH:28][c:25]2[n:24][n:23](-[c:18]3[c:17]([Cl:16])[cH:22][cH:21][cH:20][cH:19]3)[cH:27][n:26]2)[cH:3][cH:4][c:5](-[n:10]2[cH:11][n:12][c:13]([CH3:15])[cH:14]2)[c:6]([C:7]#[N:8])[cH:9]1.